This data is from the Open Reaction Database (ORD), a public repository of structured organic reaction records. The task is: describe an organic reaction: reactants, conditions, products, and yield Reactants: O (water), C(C)OC(=O)C=1C(C=2C=C3C(=NC2N(C1)C)C=C(C(=C3)F)F)=O (3-ethoxycarbonyl-7,8-difluoro-1-methyl-4-oxo-1,4-dihydrobenzo[b][1,8]-naphthyridine), Cl.Cl.CN(C1CNC1)C (3-(dimethylamino)azetidine dihydrochloride), C([O-])([O-])=O.[Na+].[Na+] (sodium carbonate). Run in CS(=O)C (dimethyl sulphoxide). Reaction conditions: temperature 95 celsius, time 5 hour. The product is CN(C1CN(C1)C=1C(=CC=2C(=NC=3N(C=C(C(C3C2)=O)C(=O)OCC)C)C1)F)C (8-(3-dimethylamino-1-azetidinyl)-3-ethoxycarbonyl-7-fluoro-1-methyl-4-oxo-1,4-dihydrobenzo[b][1,8]-naphthyridine). Isolated yield 79.9%. RXN SMILES: [CH2:1]([O:3][C:4]([C:6]1[C:7](=[O:23])[C:8]2[CH:9]=[C:10]3[CH:20]=[C:19]([F:21])[C:18](F)=[CH:17][C:11]3=[N:12][C:13]=2[N:14]([CH3:16])[CH:15]=1)=[O:5])[CH3:2].Cl.Cl.[CH3:26][N:27]([CH3:32])[CH:28]1[CH2:31][NH:30][CH2:29]1.C(=O)([O-])[O-].[Na+].[Na+].O>CS(C)=O>[CH3:26][N:27]([CH3:32])[CH:28]1[CH2:31][N:30]([C:18]2[C:19]([F:21])=[CH:20][C:10]3[C:11]([CH:17]=2)=[N:12][C:13]2[N:14]([CH3:16])[CH:15]=[C:6]([C:4]([O:3][CH2:1][CH3:2])=[O:5])[C:7](=[O:23])[C:8]=2[CH:9]=3)[CH2:29]1 |f:1.2.3,4.5.6|. Procedure: A suspension of 2 g of 3-ethoxycarbonyl-7,8-difluoro-1-methyl-4-oxo-1,4-dihydrobenzo[b][1,8]-naphthyridine, 1.2 g of 3-(dimethylamino)azetidine dihydrochloride and 1.5 g of sodium carbonate in 30 cm3 of dimethyl sulphoxide is heated with stirring to a temperature in the region of 95° C. for 5 hours. After cooling to approximately 20° C., the reaction mixture is treated with 60 cm3 of water. The insoluble matter is drained and washed with 3 times 20 cm3 of water. 2 g of 8-(3-dimethylamino-1-azeti... Starting materials: COC(=O)c1cccc2[nH]c3c(c12)C(=O)CCC3, CCOC(C)=O, Fc1cccc(CCl)c1, CN(C)C=O. The product is COC(=O)c1cccc2c1c1c(n2Cc2cccc(F)c2)CCCC1=O. Reaction SMILES: [C:1](=[O:2])([O:3][CH3:4])[c:5]1[c:6]2[c:7]3[c:12]([nH:13][c:14]2[cH:15][cH:16][cH:17]1)[CH2:11][CH2:10][CH2:9][C:8]3=[O:18].[CH3:33][CH2:34][O:35][C:36](=[O:37])[CH3:38].[F:19][c:20]1[cH:21][c:22]([CH2:23][Cl:24])[cH:25][cH:26][cH:27]1.[O:28]=[CH:29][N:30]([CH3:31])[CH3:32]>>[C:1](=[O:2])([O:3][CH3:4])[c:5]1[c:6]2[c:7]3[c:12]([n:13]([CH2:23][c:22]4[cH:21][c:20]([F:19])[cH:27][cH:26][cH:25]4)[c:14]2[cH:15][cH:16][cH:17]1)[CH2:11][CH2:10][CH2:9][C:8]3=[O:18]. Starting materials: Cc1n[nH]c(=O)c(-c2cc(F)c(F)cc2F)c1-c1ccc(Cl)cc1, O=P(Cl)(Cl)Cl. Yields the product Cc1nnc(Cl)c(-c2cc(F)c(F)cc2F)c1-c1ccc(Cl)cc1. As a reaction SMILES: [Cl:1][c:2]1[cH:3][cH:4][c:5](-[c:8]2[c:9](-[c:16]3[c:17]([F:24])[cH:18][c:19]([F:23])[c:20]([F:22])[cH:21]3)[c:10](=[O:15])[nH:11][n:12][c:13]2[CH3:14])[cH:6][cH:7]1.[P:25]([Cl:26])([Cl:27])([Cl:28])=[O:29]>>[Cl:1][c:2]1[cH:3][cH:4][c:5](-[c:8]2[c:9](-[c:16]3[c:17]([F:24])[cH:18][c:19]([F:23])[c:20]([F:22])[cH:21]3)[c:10]([Cl:27])[n:11][n:12][c:13]2[CH3:14])[cH:6][cH:7]1. Reactants: ClC1=C(C=C2C(C(=CN(C2=N1)CC)C(=O)O)=O)F (7-chloro-1-ethyl-6-fluoro-1,4-dihydro-4-oxo-1,8-naphthyridine-3-carboxylic acid), NCC1CCNCC1 (4-aminomethylpiperidine). The solvent is C(C)#N (acetonitrile). Run at time 4 day. Yields the product NCC1CCN(CC1)C1=C(C=C2C(C(=CN(C2=N1)CC)C(=O)O)=O)F (7-[4-(aminomethy)-1-piperidinyl]-1-ethyl-6-fluoro-1,4-dihydro-4-oxo-1,8-naphthyridine-3-carboxylic acid). Isolated yield 634.5%. As a reaction SMILES: Cl[C:2]1[N:11]=[C:10]2[C:5]([C:6](=[O:17])[C:7]([C:14]([OH:16])=[O:15])=[CH:8][N:9]2[CH2:12][CH3:13])=[CH:4][C:3]=1[F:18].[NH2:19][CH2:20][CH:21]1[CH2:26][CH2:25][NH:24][CH2:23][CH2:22]1>C(#N)C>[NH2:19][CH2:20][CH:21]1[CH2:26][CH2:25][N:24]([C:2]2[N:11]=[C:10]3[C:5]([C:6](=[O:17])[C:7]([C:14]([OH:16])=[O:15])=[CH:8][N:9]3[CH2:12][CH3:13])=[CH:4][C:3]=2[F:18])[CH2:23][CH2:22]1. Procedure: A mixture of 0.52 g (0.19 mmole) of 7-chloro-1-ethyl-6-fluoro-1,4-dihydro-4-oxo-1,8-naphthyridine-3-carboxylic acid, 150 ml acetonitrile, and 0.66 g (5.76 mmole) 4-aminomethylpiperidine [J. Med. Chem., 9 441 (1966)] were stirred at room temperature for four days. The reaction was filtered and the precipitate dissolved in 500 ml of aqueous ammonium hydroxide at pH 10.5. The solution was filtered and the solvent was removed at reduced pressure. The precipitate was washed with 5 ml of water, then e...